From a dataset of the Open Reaction Database (ORD), a public repository of structured organic reaction records. describe an organic reaction: reactants, conditions, products, and yield Starting materials: C(C)(C)(C)OC(CN1C(=C(C2=CC(=CC=C12)F)C1=NN(S(C2=C1C=CC=C2)(=O)=O)CC)C)=O ([3-(2-Ethyl-1,1-dioxo-1,2-dihydro-1λ6-benzo[e][1,2,3]thiadiazin-4yl)-5-fluoro-2-methyl-indol-1-yl]-acetic acid tert-butyl ester), C(=O)(C(F)(F)F)O (TFA). The product is C(C)N1S(C2=C(C(=N1)C1=C(N(C3=CC=C(C=C13)F)CC(=O)O)C)C=CC=C2)(=O)=O ([3-(2-Ethyl-1,1-dioxo-1,2-dihydro-1λ6-benzo[e][1,2,3]thiadiazin-4-yl)-5-fluoro-2-methyl-indol-1-yl]-acetic acid). As a reaction SMILES: C([O:5][C:6](=[O:33])[CH2:7][N:8]1[C:16]2[C:11](=[CH:12][C:13]([F:17])=[CH:14][CH:15]=2)[C:10]([C:18]2[C:23]3[CH:24]=[CH:25][CH:26]=[CH:27][C:22]=3[S:21](=[O:29])(=[O:28])[N:20]([CH2:30][CH3:31])[N:19]=2)=[C:9]1[CH3:32])(C)(C)C.C(O)(C(F)(F)F)=O>>[CH2:30]([N:20]1[N:19]=[C:18]([C:10]2[C:11]3[C:16](=[CH:15][CH:14]=[C:13]([F:17])[CH:12]=3)[N:8]([CH2:7][C:6]([OH:33])=[O:5])[C:9]=2[CH3:32])[C:23]2[CH:24]=[CH:25][CH:26]=[CH:27][C:22]=2[S:21]1(=[O:29])=[O:28])[CH3:31]. Procedure details: [3-(2-Ethyl-1,1-dioxo-1,2-dihydro-1λ6-benzo[e][1,2,3]thiadiazin-4yl)-5-fluoro-2-methyl-indol-1-yl]-acetic acid tert-butyl ester (61 μmol) was treated with TFA (2 mL) for 2 hours, concentrated, and purified by preparative LCMS to give the title compound. 1H NMR (d6-DMSO) δ 8.09 (d, 1H), 7.91 (t, 1H), 7.84 (t, 1H), 7.48 (d, 1H), 7.42 (dd, 1H), 6.97 (m, 2H), 4.52 (s, 2H), 3.96 (q, 2H), 2.21 (s, 3H), 1.39 (t, 3H) ppm. MS calculated for C20H18FN3O4S—H: 414, observed: 414. Reactants: NN=CC1=CC=C(C=C1)C(=O)NC=1C=CC2=C(CN(C(C(=N2)C)=O)CCC2=CC=CC=C2)C1 (7-[[[4-(aminoiminomethyl)phenyl]carbonyl]-amino]-2-methyl-3-oxo-4-(2-phenylethyl)-4,5-dihydro-3H-1,4-benzodiazepine), FC(C(=O)[O-])(F)F (trifluoroacetate). Yields the product NN=CC1=CC=C(C=C1)C(=O)NC=1C=CC2=C(CN(C(C(N2)C)=O)CCC2=CC=CC=C2)C1 (7-[[[4-(aminoiminomethyl)phenyl]carbonyl]-amino]-2-methyl-3-oxo-4-(2-phenylethyl)-1,3,4,5-tetrahydro-2H-1,4-benzodiazepine). As a reaction SMILES: [NH2:1][N:2]=[CH:3][C:4]1[CH:9]=[CH:8][C:7]([C:10]([NH:12][C:13]2[CH:14]=[CH:15][C:16]3[N:22]=[C:21]([CH3:23])[C:20](=[O:24])[N:19]([CH2:25][CH2:26][C:27]4[CH:32]=[CH:31][CH:30]=[CH:29][CH:28]=4)[CH2:18][C:17]=3[CH:33]=2)=[O:11])=[CH:6][CH:5]=1.FC(F)(F)C([O-])=O>>[NH2:1][N:2]=[CH:3][C:4]1[CH:5]=[CH:6][C:7]([C:10]([NH:12][C:13]2[CH:14]=[CH:15][C:16]3[NH:22][CH:21]([CH3:23])[C:20](=[O:24])[N:19]([CH2:25][CH2:26][C:27]4[CH:28]=[CH:29][CH:30]=[CH:31][CH:32]=4)[CH2:18][C:17]=3[CH:33]=2)=[O:11])=[CH:8][CH:9]=1. Procedure details: 7-[[[4-(aminoiminomethyl)phenyl]carbonyl]-amino]-2-methyl-3-oxo-4-(2-phenylethyl)-4,5-dihydro-3H-1,4-benzodiazepine, trifluoroacetate; The reactants are C(C)(=O)O (acetic acid), C(C1=CC=CC=C1)(=O)C=1N=CC=2NC3=CC=C(C=C3C2C1COC)O (3-benzoyl-6-hydroxy-4-methoxymethyl-beta-carboline), [OH-].[K+] (potassium hydroxide), BrC1=NC=C(C=C1)Br (2,5-dibromopyridine). Solvent: C(C)(=O)OCC (ethyl acetate), CS(=O)C (dimethyl sulfoxide), CS(=O)C (dimethyl sulfoxide). Yields the product C(C1=CC=CC=C1)(=O)C=1N=CC=2NC3=CC=C(C=C3C2C1COC)OC1=NC=C(C=C1)Br (3-Benzoyl-6-(5-bromopyridin-2-yloxy)-4-methoxymethyl-beta-carboline). RXN SMILES: [C:1]([C:9]1[N:10]=[CH:11][C:12]2[NH:13][C:14]3[C:19]([C:20]=2[C:21]=1[CH2:22][O:23][CH3:24])=[CH:18][C:17]([OH:25])=[CH:16][CH:15]=3)(=[O:8])[C:2]1[CH:7]=[CH:6][CH:5]=[CH:4][CH:3]=1.[OH-].[K+].Br[C:29]1[CH:34]=[CH:33][C:32]([Br:35])=[CH:31][N:30]=1.C(O)(=O)C>CS(C)=O.C(OCC)(=O)C>[C:1]([C:9]1[N:10]=[CH:11][C:12]2[NH:13][C:14]3[C:19]([C:20]=2[C:21]=1[CH2:22][O:23][CH3:24])=[CH:18][C:17]([O:25][C:29]1[CH:34]=[CH:33][C:32]([Br:35])=[CH:31][N:30]=1)=[CH:16][CH:15]=3)(=[O:8])[C:2]1[CH:3]=[CH:4][CH:5]=[CH:6][CH:7]=1 |f:1.2|. Procedure: 332 mg of 3-benzoyl-6-hydroxy-4-methoxymethyl-beta-carboline and 130 mg of potassium hydroxide powder were mixed in 3 ml of dimethyl sulfoxide under argon with 285 mg of 2,5-dibromopyridine in 1 ml of dimethyl sulfoxide and heated for 1 hour to 90°-95° C. The reaction mixture was poured on ice water, acidified with 1N-acetic acid to pH 5 and shaken out with ethyl acetate. The ethyl acetate phase was washed with saturated common salt solution, dried on magnesium sulfate and concentrated by evapor... RXN SMILES: [OH-:1].[Na+].[C:3]([CH2:6][CH2:7][S:8][CH:9]1[C:15]2[CH:16]=[CH:17][CH:18]=[C:19]([C:20]#[N:21])[C:14]=2[CH2:13][O:12][C:11]2[CH:22]=[CH:23][C:24]([O:26][CH2:27][C:28]3[CH:37]=[CH:36][C:35]4[C:30](=[CH:31][C:32]([Cl:38])=[CH:33][CH:34]=4)[N:29]=3)=[CH:25][C:10]1=2)([OH:5])=[O:4].O>C(O)C>[C:20]([C:19]1[C:14]2[CH2:13][O:12][C:11]3[CH:22]=[CH:23][C:24]([O:26][CH2:27][C:28]4[CH:37]=[CH:36][C:35]5[C:30](=[CH:31][C:32]([Cl:38])=[CH:33][CH:34]=5)[N:29]=4)=[CH:25][C:10]=3[CH:9]([S:8][CH2:7][CH2:6][C:3]([OH:5])=[O:4])[C:15]=2[CH:16]=[CH:17][CH:18]=1)(=[O:1])[NH2:21] |f:0.1|. Procedure details: 40 ml of a 1N-sodium hydroxide aqueous solution was added to 0.85 g of the compound 11-(2-carboxyethylthio)-2-(7-chloroquinolin-2-yl)methoxy-7-cyano-6,11-dihydrodibenz[b,e]oxepine obtained in Example 15 dissolved in 10 ml of ethanol and the mixture was refluxed under heating for 2 hours. After completion of the reaction, water was added to the residue obtained by removing the solvent, the mixture was adjusted to about pH 3 with 1N-hydrochloric acid and crystals precipitated were dissolved in eth... Yields the product C(N)(=O)C1=CC=CC=2C(C3=C(OCC21)C=CC(=C3)OCC3=NC2=CC(=CC=C2C=C3)Cl)SCCC(=O)O (7-Carbamoyl-11-(2-carboxyethylthio)-2-(7-chloroquinolin-2-yl)methoxy-6,11-dihydrodibenz[b,e]oxepine). Run in C(C)O (ethanol). The reactants are [OH-].[Na+] (sodium hydroxide), compound, C(=O)(O)CCSC1C2=C(OCC3=C1C=CC=C3C#N)C=CC(=C2)OCC2=NC3=CC(=CC=C3C=C2)Cl (11-(2-Carboxyethylthio)-2-(7-Chloroquinolin-2-yl)methoxy-7-cyano-6,11-dihydrodibenz[b,e]oxepine), O (water). Reactants: CCOC=C(C(=O)OCC)C(=O)c1ccccc1, Cc1ccccc1, Nc1ccc(F)cc1C(F)(F)F. The product is CCOC(=O)C(=CNc1ccc(F)cc1C(F)(F)F)C(=O)c1ccccc1. As a reaction SMILES: [CH2:13]([CH3:14])[O:15][C:16]([C:17](=[CH:18][O:19][CH2:20][CH3:21])[C:22]([c:23]1[cH:24][cH:25][cH:26][cH:27][cH:28]1)=[O:29])=[O:30].[CH3:31][c:32]1[cH:33][cH:34][cH:35][cH:36][cH:37]1.[F:1][c:2]1[cH:3][c:4]([C:9]([F:10])([F:11])[F:12])[c:5]([NH2:6])[cH:7][cH:8]1>>[F:1][c:2]1[cH:3][c:4]([C:9]([F:10])([F:11])[F:12])[c:5]([NH:6][CH:18]=[C:17]([C:16]([O:15][CH2:13][CH3:14])=[O:30])[C:22]([c:23]2[cH:24][cH:25][cH:26][cH:27][cH:28]2)=[O:29])[cH:7][cH:8]1.